This data is from the Open Reaction Database (ORD), a public repository of structured organic reaction records. The task is: describe an organic reaction: reactants, conditions, products, and yield Reaction conditions: temperature 25 celsius, time 19 hour. RXN SMILES: [Br:1][C:2]1[CH:3]=[C:4]([CH:12]([CH2:16][CH:17]2[CH2:21][CH2:20][CH2:19][CH2:18]2)[C:13]([OH:15])=O)[CH:5]=[CH:6][C:7]=1[S:8]([CH3:11])(=[O:10])=[O:9].C1(P(C2C=CC=CC=2)C2C=CC=CC=2)C=CC=CC=1.BrN1C(=O)CCC1=O.[NH2:49][C:50]1[CH:55]=[N:54][CH:53]=[CH:52][N:51]=1>C(Cl)Cl>[Br:1][C:2]1[CH:3]=[C:4]([CH:12]([CH2:16][CH:17]2[CH2:21][CH2:20][CH2:19][CH2:18]2)[C:13]([NH:49][C:50]2[CH:55]=[N:54][CH:53]=[CH:52][N:51]=2)=[O:15])[CH:5]=[CH:6][C:7]=1[S:8]([CH3:11])(=[O:9])=[O:10]. Isolated yield 15.9%. Run in C(Cl)Cl (methylene chloride). Product: hexanes ethyl acetate, BrC=1C=C(C=CC1S(=O)(=O)C)C(C(=O)NC1=NC=CN=C1)CC1CCCC1 (2-(3-bromo-4-methanesulfonyl-phenyl)-3-cyclopentyl-N-pyrazin-2-yl-propionamide). Reactants: BrC=1C=C(C=CC1S(=O)(=O)C)C(C(=O)O)CC1CCCC1 (2-(3-bromo-4-methanesulfonyl-phenyl)-3-cyclopentyl-propionic acid), C1(=CC=CC=C1)P(C1=CC=CC=C1)C1=CC=CC=C1 (triphenylphosphine), BrN1C(CCC1=O)=O (N-bromosuccinimide), BrN1C(CCC1=O)=O (N-bromosuccinimide), NC1=NC=CN=C1 (2-aminopyrazine). Procedure details: A solution of 2-(3-bromo-4-methanesulfonyl-phenyl)-3-cyclopentyl-propionic acid (prepared as in Example 148A, 375 mg, 1.0 mmol) and triphenylphosphine (446 mg, 1.7 mmol) in methylene chloride (5 mL) was cooled to 0° C. and then treated with N-bromosuccinimide (303 mg, 1.7 mmol) in small portions. The reaction mixture color changed from light yellow to a darker yellow then to brown. After the complete addition of the N-bromosuccinimide, the reaction mixture was allowed to warm to 25° C. over 30 m... Reactants: CC#N, [O-][Cl+3]([O-])([O-])[O-], [Li+], NC1CCC(CNc2nc(NCc3ccccc3OC(F)(F)F)ncc2[N+](=O)[O-])CC1, c1cncc(C2CO2)c1. Yields the product O=[N+]([O-])c1cnc(NCc2ccccc2OC(F)(F)F)nc1NCC1CCC(NCC(O)c2cccnc2)CC1. As a reaction SMILES: [CH3:47][C:48]#[N:49].[Cl+3:41]([O-:42])([O-:43])([O-:44])[O-:45].[Li+:46].[NH2:1][CH:2]1[CH2:3][CH2:4][CH:5]([CH2:8][NH:9][c:10]2[n:11][c:12]([NH:19][CH2:20][c:21]3[c:22]([O:27][C:28]([F:29])([F:30])[F:31])[cH:23][cH:24][cH:25][cH:26]3)[n:13][cH:14][c:15]2[N+:16](=[O:17])[O-:18])[CH2:6][CH2:7]1.[O:32]1[CH:33]([c:35]2[cH:36][n:37][cH:38][cH:39][cH:40]2)[CH2:34]1>>[NH:1]([CH:2]1[CH2:3][CH2:4][CH:5]([CH2:8][NH:9][c:10]2[n:11][c:12]([NH:19][CH2:20][c:21]3[c:22]([O:27][C:28]([F:29])([F:30])[F:31])[cH:23][cH:24][cH:25][cH:26]3)[n:13][cH:14][c:15]2[N+:16](=[O:17])[O-:18])[CH2:6][CH2:7]1)[CH2:34][CH:33]([OH:32])[c:35]1[cH:36][n:37][cH:38][cH:39][cH:40]1. Starting materials: CC(C)(C)O, CCN(C(C)C)C(C)C, Cl, O=C1CSc2ccc(NC(=O)c3cccnc3F)cc2N1, NCc1ccnc2[nH]ccc12. Yields the product O=C1CSc2ccc(NC(=O)c3cccnc3NCc3ccnc4[nH]ccc34)cc2N1. RXN SMILES: [C:43]([OH:44])([CH3:45])([CH3:46])[CH3:47].[CH:34]([N:35]([CH2:36][CH3:37])[CH:38]([CH3:39])[CH3:40])([CH3:41])[CH3:42].[ClH:22].[F:1][c:2]1[c:3]([C:4](=[O:5])[NH:6][c:7]2[cH:8][cH:9][c:10]3[c:11]([cH:17]2)[NH:12][C:13](=[O:16])[CH2:14][S:15]3)[cH:18][cH:19][cH:20][n:21]1.[nH:23]1[cH:24][cH:25][c:26]2[c:27]1[n:28][cH:29][cH:30][c:31]2[CH2:32][NH2:33]>>[c:2]1([NH:33][CH2:32][c:31]2[c:26]3[cH:25][cH:24][nH:23][c:27]3[n:28][cH:29][cH:30]2)[c:3]([C:4](=[O:5])[NH:6][c:7]2[cH:8][cH:9][c:10]3[c:11]([cH:17]2)[NH:12][C:13](=[O:16])[CH2:14][S:15]3)[cH:18][cH:19][cH:20][n:21]1. Reactants: C(C1=CC=CC=C1)N1[C@H](CC[C@H]1C(=O)OCC)C(=O)OCC (diethyl cis-N-benzylpyrrolidine-2,5-dicarboxylate), diethyl meso-α,α'-dibromoadipate, C(C1=CC=CC=C1)N1[C@H](CC[C@H]1C(=O)OCC)C(=O)OCC (Diethyl cis-N-benzylpyrrolidine-2,5-dicarboxylate), C1CCC(CC1)C(=O)NNCCC(=O)NCC2=CC=CC=C2 (p 1500). The solvent is Cl (hydrochloric acid). Product: C(C1=CC=CC=C1)N1[C@H](CC[C@H]1C(=O)O)C(=O)O (Cis-N-benzylpyrrolidine-2,5-dicarboxylic acid). As a reaction SMILES: [CH2:1]([N:8]1[C@H:12]([C:13]([O:15]CC)=[O:14])[CH2:11][CH2:10][C@@H:9]1[C:18]([O:20]CC)=[O:19])[C:2]1[CH:7]=[CH:6][CH:5]=[CH:4][CH:3]=1.C1CCC(C(NNCCC(NCC2C=CC=CC=2)=O)=O)CC1>Cl>[CH2:1]([N:8]1[C@H:9]([C:18]([OH:20])=[O:19])[CH2:10][CH2:11][C@@H:12]1[C:13]([OH:15])=[O:14])[C:2]1[CH:3]=[CH:4][CH:5]=[CH:6][CH:7]=1. Procedure details: The first step in the preparation of this compound was to prepare diethyl cis-N-benzylpyrrolidine-2,5-dicarboxylate from diethyl meso-α,α'-dibromoadipate (see Example 1) as described by G. Cignarella and G. Nathansohn in J. Org. Chem., 26, p 1500, 1961. Diethyl cis-N-benzylpyrrolidine-2,5-dicarboxylate (103.5 g, 0.340 mole) was then heated in 1 liter concentrated hydrochloric acid at 100° C for 2 hours. Upon cooling, a crystalline solid precipitated. It was isolated by filtration, triturated wit... The reactants are COc1ccc2c(c1)C(=O)c1c-2c(N2CCNCC2)nc2ccccc12, ClCC1CO1, [H-], [Na+], CN(C)C=O. Product: COc1ccc2c(c1)C(=O)c1c-2c(N2CCN(CC3CO3)CC2)nc2ccccc12. Reaction SMILES: [CH3:1][O:2][c:3]1[cH:4][c:5]2[c:23]([cH:24][cH:25]1)-[c:8]1[c:7]([c:16]3[c:11]([n:10][c:9]1[N:17]1[CH2:18][CH2:19][NH:20][CH2:21][CH2:22]1)[cH:12][cH:13][cH:14][cH:15]3)[C:6]2=[O:26].[Cl:29][CH2:30][CH:31]1[CH2:32][O:33]1.[H-:28].[Na+:27].[O:34]=[CH:35][N:36]([CH3:37])[CH3:38]>>[CH3:1][O:2][c:3]1[cH:4][c:5]2[c:23]([cH:24][cH:25]1)-[c:8]1[c:7]([c:16]3[c:11]([n:10][c:9]1[N:17]1[CH2:18][CH2:19][N:20]([CH2:30][CH:31]4[CH2:32][O:33]4)[CH2:21][CH2:22]1)[cH:12][cH:13][cH:14][cH:15]3)[C:6]2=[O:26]. Reactants: C(C)(C)(C)C1=C(C(=CC(=C1)C)C(C)(C)C)O (2,6-di-tert-butyl-4-methylphenol), solution, C(CCC)[Mg]CCCC (dibutylmagnesium). Run in CCCCCCC (heptane), C1CCCCC1 (cyclohexane). Product: C1(=CC=CC=C1)[O-].[Mg+2].C1(=CC=CC=C1)[O-] (Magnesium Phenolate). Reaction SMILES: C([C:5]1[CH:10]=[C:9](C)[CH:8]=[C:7](C(C)(C)C)[C:6]=1[OH:16])(C)(C)C.C([Mg:21]CCCC)CCC>CCCCCCC.C1CCCCC1>[C:6]1([O-:16])[CH:7]=[CH:8][CH:9]=[CH:10][CH:5]=1.[Mg+2:21].[C:6]1([O-:16])[CH:7]=[CH:8][CH:9]=[CH:10][CH:5]=1 |f:4.5.6|. Procedure: 0.637 g of 2,6-di-tert-butyl-4-methylphenol (from Aldrich) and 2.9 ml of a 1.0 molar solution of dibutylmagnesium (DBM) in heptane (from Aldrich) were combined at 25° C. and stirred for 10 hours in 26 ml of cyclohexane before use.